From a dataset of the Open Reaction Database (ORD), a public repository of structured organic reaction records. describe an organic reaction: reactants, conditions, products, and yield Reactants: CN(C)C(=O)Cl, CCN(C(C)C)C(C)C, ClCCl, CCOc1cc(C(=CC#N)c2ccc(OC)c(N)c2)ccc1OC. The product is CCOc1cc(C(=CC#N)c2ccc(OC)c(NC(=O)N(C)C)c2)ccc1OC. Reaction SMILES: [CH3:34][N:35]([C:36](=[O:37])[Cl:38])[CH3:39].[CH:1]([N:2]([CH2:3][CH3:4])[CH:5]([CH3:6])[CH3:7])([CH3:8])[CH3:9].[Cl:40][CH2:41][Cl:42].[NH2:10][c:11]1[cH:12][c:13]([C:19](=[CH:20][C:21]#[N:22])[c:23]2[cH:24][c:25]([O:31][CH2:32][CH3:33])[c:26]([O:29][CH3:30])[cH:27][cH:28]2)[cH:14][cH:15][c:16]1[O:17][CH3:18]>>[NH:10]([c:11]1[cH:12][c:13]([C:19](=[CH:20][C:21]#[N:22])[c:23]2[cH:24][c:25]([O:31][CH2:32][CH3:33])[c:26]([O:29][CH3:30])[cH:27][cH:28]2)[cH:14][cH:15][c:16]1[O:17][CH3:18])[C:36]([N:35]([CH3:34])[CH3:39])=[O:37].